This data is from the Open Reaction Database (ORD), a public repository of structured organic reaction records. The task is: describe an organic reaction: reactants, conditions, products, and yield Reactants: CCOC(C)=O, Cl, Nc1ccc(F)c(C(F)(F)F)c1, N#CO[K]. Reaction SMILES: [CH3:18][CH2:19][O:20][C:21](=[O:22])[CH3:23].[ClH:17].[F:1][c:2]1[c:3]([C:9]([F:10])([F:11])[F:12])[cH:4][c:5]([NH2:6])[cH:7][cH:8]1.[K:13][O:14][C:15]#[N:16]>>[F:1][c:2]1[c:3]([C:9]([F:10])([F:11])[F:12])[cH:4][c:5]([NH:6][C:15](=[O:14])[NH2:16])[cH:7][cH:8]1. Product: NC(=O)Nc1ccc(F)c(C(F)(F)F)c1. As a reaction SMILES: [Cl:1][C:2]1[C:3]([Cl:11])=[N:4][CH:5]=[C:6]([CH:10]=1)[C:7](O)=[O:8].S(Cl)([Cl:14])=O>CN(C)C=O>[Cl:1][C:2]1[C:3]([Cl:11])=[N:4][CH:5]=[C:6]([CH:10]=1)[C:7]([Cl:14])=[O:8]. Product: ClC=1C(=NC=C(C(=O)Cl)C1)Cl (5,6-dichloronicotinoyl chloride). Yield: 99.0%. Reagents/catalysts: CN(C=O)C (dimethylformamide). Reactants: ClC=1C(=NC=C(C(=O)O)C1)Cl (5,6-dichloronicotinic acid), S(=O)(Cl)Cl (thionyl chloride). Reported procedure: A mixture of 5,6-dichloronicotinic acid (5.2 g, 27 mmol) in thionyl chloride (50 mL) containing dimethylformamide (2 drops) was heated under reflux conditions for two hours; cooled and concentrated under reduced pressure to afford 5,6-dichloronicotinoyl chloride (5.6 g, 99%) as a yellow oil.